From a dataset of the Open Reaction Database (ORD), a public repository of structured organic reaction records. describe an organic reaction: reactants, conditions, products, and yield The reactants are ClC=1C(=CC2=C(N(C(C(O2)(C)C)=O)C2=CC=C(C=C2)F)C1)[N+](=O)[O-] (6-chloro-4-(4-fluorophenyl)-2,2-dimethyl-7-nitro-2H-1,4-benzoxazin-3(4H)-one), C([O-])([O-])=O.[K+].[K+] (potassium carbonate), CB1OB(OB(O1)C)C (trimethylboroxin). Reagents/catalysts: C=1C=CC(=CC1)[P](C=2C=CC=CC2)(C=3C=CC=CC3)[Pd]([P](C=4C=CC=CC4)(C=5C=CC=CC5)C=6C=CC=CC6)([P](C=7C=CC=CC7)(C=8C=CC=CC8)C=9C=CC=CC9)[P](C=1C=CC=CC1)(C=1C=CC=CC1)C=1C=CC=CC1 (tetrakis(triphenylphosphine)palladium(0)). Solvent: O1CCOCC1 (dioxane). The product is FC1=CC=C(C=C1)N1C(C(OC2=C1C=C(C(=C2)[N+](=O)[O-])C)(C)C)=O (4-(4-fluorophenyl)-2,2,6-trimethyl-7-nitro-2H-1,4-benzoxazin -3(4H)-one). Yield: 5.3%. As a reaction SMILES: Cl[C:2]1[C:3]([N+:22]([O-:24])=[O:23])=[CH:4][C:5]2[O:10][C:9]([CH3:12])([CH3:11])[C:8](=[O:13])[N:7]([C:14]3[CH:19]=[CH:18][C:17]([F:20])=[CH:16][CH:15]=3)[C:6]=2[CH:21]=1.[C:25](=O)([O-])[O-].[K+].[K+].CB1OB(C)OB(C)O1>C1C=CC([P]([Pd]([P](C2C=CC=CC=2)(C2C=CC=CC=2)C2C=CC=CC=2)([P](C2C=CC=CC=2)(C2C=CC=CC=2)C2C=CC=CC=2)[P](C2C=CC=CC=2)(C2C=CC=CC=2)C2C=CC=CC=2)(C2C=CC=CC=2)C2C=CC=CC=2)=CC=1.O1CCOCC1>[F:20][C:17]1[CH:18]=[CH:19][C:14]([N:7]2[C:6]3[CH:21]=[C:2]([CH3:25])[C:3]([N+:22]([O-:24])=[O:23])=[CH:4][C:5]=3[O:10][C:9]([CH3:12])([CH3:11])[C:8]2=[O:13])=[CH:15][CH:16]=1 |f:1.2.3,^1:43,45,64,83|. Reported procedure: To a mixture of 6-chloro-4-(4-fluorophenyl)-2,2-dimethyl-7-nitro-2H-1,4-benzoxazin-3(4H)-one (compound obtained in Reference Example 50(2); 200 mg), potassium carbonate (236 mg), tetrakis(triphenylphosphine)palladium(0) (66 mg) and dioxane (2 mL) was added trimethylboroxin (80 μL) under argon atmosphere, and the mixture was refluxed under heating for 18 hours. After cooling, the reaction mixture was filtered through a celite pad, and the insolubles were washed with tetrahydrofuran. The filtrate ...